From a dataset of the Open Reaction Database (ORD), a public repository of structured organic reaction records. describe an organic reaction: reactants, conditions, products, and yield Isolated yield 83.6%. Reaction SMILES: [CH3:1][O:2][C:3]1[CH:8]=[C:7]([CH3:9])[C:6]([O:10][CH3:11])=[C:5]([CH3:12])[C:4]=1[CH3:13].[Br:14]Br>C(O)(=O)C>[Br:14][C:8]1[C:7]([CH3:9])=[C:6]([O:10][CH3:11])[C:5]([CH3:12])=[C:4]([CH3:13])[C:3]=1[O:2][CH3:1]. Yields the product BrC1=C(C(=C(C(=C1C)OC)C)C)OC (1-bromo-2,5-dimethoxy-3,4,6-trimethylbenzene). Procedure details: A stirred solution of 1,4-dimethoxy-2,3,5-trimethylbenzene (61.2 g) was dissolved into 350 mL acetic acid (1.0 M) and treated with a solution of Br2 (17.7 mL, 55.1 g,) in 115 mL acetic acid over 1 h. The reaction was stirred for an additional hour and poured over 1.5 l ice. The cloudy solution was filtered and the solids washed 2×200 mL H2O and dried under high vacuum. The product was azeotroped twice from toluene to remove residual acetic acid to give 73.6 g of 1-bromo-2,5-dimethoxy-3,4,6-trime... Reactants: COC1=C(C(=C(C(=C1)C)OC)C)C (1,4-dimethoxy-2,3,5-trimethylbenzene), BrBr (Br2), ice. The solvent is C(C)(=O)O (acetic acid), C(C)(=O)O (acetic acid).